This data is from the Open Reaction Database (ORD), a public repository of structured organic reaction records. The task is: describe an organic reaction: reactants, conditions, products, and yield Starting materials: [H-].[Al+3].[Li+].[H-].[H-].[H-] (lithium aluminum hydride), O1CCCC1 (tetrahydrofuran), O1CCCC1 (tetrahydrofuran), ethyl ester, ClC1=CC=C2C=3C=CC=C(C3NC2=C1C)C(=O)O (7-chloro-8-methylcarbazole-1-carboxylic acid), Cl (hydrochloric acid). Run in C(C)(=O)OCC (ethyl acetate). Run at time 1 hour. Yields the product ClC1=CC=C2C=3C=CC=C(C3NC2=C1C)CO (7-chloro-1-hydroxymethyl-8-methylcarbazole). The yield is 95.0%. Reaction SMILES: [H-].[Al+3].[Li+].[H-].[H-].[H-].O1CCCC1.[Cl:12][C:13]1[C:25]([CH3:26])=[C:24]2[C:16]([C:17]3[CH:18]=[CH:19][CH:20]=[C:21]([C:27](O)=[O:28])[C:22]=3[NH:23]2)=[CH:15][CH:14]=1.Cl>C(OCC)(=O)C>[Cl:12][C:13]1[C:25]([CH3:26])=[C:24]2[C:16]([C:17]3[CH:18]=[CH:19][CH:20]=[C:21]([CH2:27][OH:28])[C:22]=3[NH:23]2)=[CH:15][CH:14]=1 |f:0.1.2.3.4.5|. Procedure: A suspension of 0.3 g. of lithium aluminum hydride in 5 ml. of absolute tetrahydrofuran is combined dropwise with 0.560 g. of the ethyl ester of 7-chloro-8-methylcarbazole-1-carboxylic acid, dissolved in 10 ml. of absolute tetrahydrofuran; the mixture is agitated for one hour at room temperature. Then, the reaction mixture is heated for one hour under reflux, allowed to cool, diluted with 20 ml. of ethyl acetate, mixed under cooling dropwise with hydrochloric acid, and the organic phase is separ...